This data is from the Open Reaction Database (ORD), a public repository of structured organic reaction records. The task is: describe an organic reaction: reactants, conditions, products, and yield The reactants are C(C)N(CCCC(O)C1=CC=C(C=C1)NS(=O)(=O)C)CCC1CCCCC1 (N-(4-(4-(Ethyl(2-cyclohexylethyl)amino)-1-hydroxybutyl)phenyl)methanesulfonamide), FC(C(=O)O)(F)F (trifluoroacetic acid). Yields the product C(C)N(CC/C=C/C1=CC=C(C=C1)NS(=O)(=O)C)CCC1CCCCC1 ((E)-N-(4-(4-(Ethyl(2-cyclohexylethyl)amino)-1-butenyl)phenyl)methanesulfonamide). Reaction SMILES: [CH2:1]([N:3]([CH2:20][CH2:21][CH:22]1[CH2:27][CH2:26][CH2:25][CH2:24][CH2:23]1)[CH2:4][CH2:5][CH2:6][CH:7]([C:9]1[CH:14]=[CH:13][C:12]([NH:15][S:16]([CH3:19])(=[O:18])=[O:17])=[CH:11][CH:10]=1)O)[CH3:2].FC(F)(F)C(O)=O>>[CH2:1]([N:3]([CH2:20][CH2:21][CH:22]1[CH2:27][CH2:26][CH2:25][CH2:24][CH2:23]1)[CH2:4][CH2:5]/[CH:6]=[CH:7]/[C:9]1[CH:14]=[CH:13][C:12]([NH:15][S:16]([CH3:19])(=[O:17])=[O:18])=[CH:11][CH:10]=1)[CH3:2]. Procedure details: In the process as described in Example 2 the product of Example 7 is treated with trifluoroacetic acid to give the titled compound. Starting materials: C12(CC3CC(CC(C1)C3)C2)O (1-adamantanol), [H-].[Na+] (NaH), FC=1C=C(C=CC1F)[N+](=O)[O-] (3,4-difluoronitrobenzene), [H][H] (hydrogen). Run in CN(C=O)C (dimethylformamide), C1=CC=CC=C1 (benzene), O (Water). Yields the product C12(CC3CC(CC(C1)C3)C2)OC2=C(C=C(C=C2)[N+](=O)[O-])F (4-(1-Adamantyloxy)-3-fluoronitrobenzene). Isolated yield 171.6%. As a reaction SMILES: [C:1]12([OH:11])[CH2:10][CH:5]3[CH2:6][CH:7]([CH2:9][CH:3]([CH2:4]3)[CH2:2]1)[CH2:8]2.[H-].[Na+].[H][H].[F:16][C:17]1[CH:18]=[C:19]([N+:24]([O-:26])=[O:25])[CH:20]=[CH:21][C:22]=1F>O.CN(C)C=O.C1C=CC=CC=1>[C:1]12([O:11][C:22]3[CH:21]=[CH:20][C:19]([N+:24]([O-:26])=[O:25])=[CH:18][C:17]=3[F:16])[CH2:8][CH:7]3[CH2:6][CH:5]([CH2:4][CH:3]([CH2:9]3)[CH2:2]1)[CH2:10]2 |f:1.2|. Procedure details: A mixture of 16 g (64 mmoles) of 1-adamantanol, 3.35 g (70 mmoles NaH) of 50% NaH in oil, 60 ml of benzene, and 60 ml of dimethylformamide is heated until hydrogen is vigorously evolved (80°). Heating is discontinued until the effervescence subsides, and then the mixture is heated at 90° for 0.5 hour. To this mixture cooled to 20° is added dropwise with stirring 9.7 g (63 mmoles) of 3,4-difluoronitrobenzene. A slight exotherm is observed, and the mixture is refluxed (110° ) for 64 hours. Water (... Starting materials: CC1=C(C=CC=C1)P(OCC)C1=C(C=CC=C1)C (ethyl bis(2-methylphenyl)phosphinite), BrCC1=C(C2=CC=CC=C2C=C1)C1=C(C=CC2=CC=CC=C12)CBr (2,2'-bis(bromo-methyl)-1,1'-binaphthyl), C(C)Br (ethyl bromide). Run in CC=1C=CC=CC1C (o-xylene). Run at temperature 0 celsius. Yields the product CC1=C(C=CC=C1)P(=O)(C1=C(C=CC=C1)C)CC1=C(C2=CC=CC=C2C=C1)C1=C(C=CC2=CC=CC=C12)CP(=O)(C1=C(C=CC=C1)C)C1=C(C=CC=C1)C (2,2'-Bis[bis(2-methylphenyl)phosphinylmethyl]-1,1'-bi-naphthyl). RXN SMILES: [CH3:1][C:2]1[CH:7]=[CH:6][CH:5]=[CH:4][C:3]=1[P:8]([C:12]1[CH:17]=[CH:16][CH:15]=[CH:14][C:13]=1[CH3:18])[O:9]CC.Br[CH2:20][C:21]1[CH:30]=[CH:29][C:28]2[C:23](=[CH:24][CH:25]=[CH:26][CH:27]=2)[C:22]=1[C:31]1[C:40]2[C:35](=[CH:36][CH:37]=[CH:38][CH:39]=2)[CH:34]=[CH:33][C:32]=1[CH2:41]Br.[CH2:43](Br)[CH3:44]>CC1C=CC=CC=1C>[CH3:1][C:2]1[CH:7]=[CH:6][CH:5]=[CH:4][C:3]=1[P:8]([CH2:20][C:21]1[CH:30]=[CH:29][C:28]2[C:23](=[CH:24][CH:25]=[CH:26][CH:27]=2)[C:22]=1[C:31]1[C:40]2[C:35](=[CH:36][CH:37]=[CH:38][CH:39]=2)[CH:34]=[CH:33][C:32]=1[CH2:41][P:8]([C:12]1[CH:17]=[CH:16][CH:15]=[CH:14][C:13]=1[CH3:18])([C:3]1[CH:4]=[CH:5][CH:6]=[CH:7][C:2]=1[CH3:1])=[O:9])([C:12]1[CH:13]=[CH:14][CH:15]=[CH:16][C:43]=1[CH3:44])=[O:9]. Reported procedure: While stirring under nitrogen, 21.5 g (83 mmol) of ethyl bis(2-methylphenyl)phosphinite are slowly added dropwise to a solution of 18.4 g (42 mmol) of 2,2'-bis(bromo-methyl)-1,1'-binaphthyl in 100 ml of o-xylene, which solution has been heated to 120° C., with ethyl bromide distilling off. After the end of the addition, the mixture is heated under reflux for a further two hours and is then cooled to 0° C. The solid is filtered off, washed with cold o-xylene and dried in vacuo. This gives 25.1 g ... Reactants: Cc1cc(N)ncc1Br, CCOC(C)=O, N#C[Cu], CN(C)C=O, O. Product: Cc1cc(N)ncc1C#N. RXN SMILES: [Br:1][c:2]1[c:3]([CH3:9])[cH:4][c:5]([NH2:8])[n:6][cH:7]1.[CH3:18][CH2:19][O:20][C:21]([CH3:22])=[O:23].[Cu:10][C:11]#[N:12].[O:13]=[CH:14][N:15]([CH3:16])[CH3:17].[OH2:24]>>[c:2]1([C:11]#[N:12])[c:3]([CH3:9])[cH:4][c:5]([NH2:8])[n:6][cH:7]1. Starting materials: CC=1C=C(C=C(C1)C)C(=O)N=C=S (3,5-Dimethyl-1-benzenecarbonyl isothiocyanate), S(=O)(Cl)Cl (thionyl chloride), CC=1C=C(C(=O)O)C=C(C1)C (3,5-dimethylbenzoic acid), CC=1C=C(C=C(C1)C)C(=O)Cl (3,5-dimethyl-1-benzenecarbonyl chloride), ClC=1C=C(N)C=CC1OC1=CC=NC2=CC(=C(C=C12)OC)OC (3-Chloro-4-[(6,7-dimethoxy-4-quinolyl)oxy]aniline). Solvent: C(C)O (ethanol), C1(=CC=CC=C1)C (Toluene), C(C)O (ethanol), C1(=CC=CC=C1)C (toluene). Reaction conditions: temperature 100 celsius, time 2 hour. Yields the product ClC=1C=C(C=CC1OC1=CC=NC2=CC(=C(C=C12)OC)OC)NC(=S)NC(C1=CC(=CC(=C1)C)C)=O (N-{3-Chloro-4-[(6,7-dimethoxy-4-quinolyl)oxy]phenyl}-N′-(3,5-dimethylbenzoyl)thiourea). Isolated yield 97.0%. RXN SMILES: S(Cl)(Cl)=O.CC1C=C(C=C(C)C=1)C(O)=O.CC1C=C(C(Cl)=O)C=C(C)C=1.[CH3:27][C:28]1[CH:29]=[C:30]([C:35]([N:37]=[C:38]=[S:39])=[O:36])[CH:31]=[C:32]([CH3:34])[CH:33]=1.[Cl:40][C:41]1[CH:42]=[C:43]([CH:45]=[CH:46][C:47]=1[O:48][C:49]1[C:58]2[C:53](=[CH:54][C:55]([O:61][CH3:62])=[C:56]([O:59][CH3:60])[CH:57]=2)[N:52]=[CH:51][CH:50]=1)[NH2:44]>C(O)C.C1(C)C=CC=CC=1>[Cl:40][C:41]1[CH:42]=[C:43]([NH:44][C:38]([NH:37][C:35](=[O:36])[C:30]2[CH:29]=[C:28]([CH3:27])[CH:33]=[C:32]([CH3:34])[CH:31]=2)=[S:39])[CH:45]=[CH:46][C:47]=1[O:48][C:49]1[C:58]2[C:53](=[CH:54][C:55]([O:61][CH3:62])=[C:56]([O:59][CH3:60])[CH:57]=2)[N:52]=[CH:51][CH:50]=1. Procedure: Toluene (20 ml) and thionyl chloride (1 ml) were added to commercially available 3,5-dimethylbenzoic acid (80 mg), and the mixture was heated at 100° C. for one hr. The solvent was removed by distillation, and 3,5-dimethyl-1-benzenecarbonyl isothiocyanate was prepared using the resultant 3,5-dimethyl-1-benzenecarbonyl chloride as a starting compound according to the description of the literature. 3,5-Dimethyl-1-benzenecarbonyl isothiocyanate was dissolved in ethanol (1 ml) to prepare a solution.... The reactants are C(C)(C)OC=1C=C(CC2=NC=C(C3=CC(=C(C=C23)OC)OC)C=O)C=CC1 (1-(3-isopropoxy-benzyl)-6,7-dimethoxy-isoquinoline-4-carbaldehyde), [Se](=O)=O (selenium dioxide). The solvent is C(C)(=O)OCC (ethyl acetate). Reaction SMILES: [CH:1]([O:4][C:5]1[CH:6]=[C:7]([CH:25]=[CH:26][CH:27]=1)[CH2:8][C:9]1[C:18]2[C:13](=[CH:14][C:15]([O:21][CH3:22])=[C:16]([O:19][CH3:20])[CH:17]=2)[C:12]([CH:23]=[O:24])=[CH:11][N:10]=1)([CH3:3])[CH3:2].[Se](=O)=[O:29]>C(OCC)(=O)C>[CH:1]([O:4][C:5]1[CH:6]=[C:7]([CH:25]=[CH:26][CH:27]=1)[C:8]([C:9]1[C:18]2[C:13](=[CH:14][C:15]([O:21][CH3:22])=[C:16]([O:19][CH3:20])[CH:17]=2)[C:12]([CH:23]=[O:24])=[CH:11][N:10]=1)=[O:29])([CH3:3])[CH3:2]. Reported procedure: A solution of 1-(3-isopropoxy-benzyl)-6,7-dimethoxy-isoquinoline-4-carbaldehyde (200 mg, 0.547 mmol) and selenium dioxide (121 mg, 1.09 mmol) in ethyl acetate was refluxed for 45 min. The mixture was cooled and filtered through celite. The celite was washed well with ethyl acetate and the combined filtrates were concentrated in vacuo to afford 1-(3-isopropoxy-benzoyl)-6,7-dimethoxy-isoquinoline-4-carbaldehyde (160 mg, 77%) as a light yellow solid that was used without further purification: APCI-... Yield: 77.1%. Yields the product C(C)(C)OC=1C=C(C(=O)C2=NC=C(C3=CC(=C(C=C23)OC)OC)C=O)C=CC1 (1-(3-isopropoxy-benzoyl)-6,7-dimethoxy-isoquinoline-4-carbaldehyde). Reactants: FC(C=1C=C2NC(C(N(C2=CC1)CCOC)=O)=O)(F)F (6-trifluoromethyl-1-(1-methoxyeth-2-yl)-1,2,3,4-tetrahydro-2,3-dioxoquinoxaline), mixture, [N+](=O)(O)[O-] (nitric acid). Solvent: S(O)(O)(=O)=O (sulfuric acid), S(O)(O)(=O)=O (sulfuric acid). Product: FC(C=1C=C2NC(C(N(C2=CC1[N+](=O)[O-])CCOC)=O)=O)(F)F (6-trifluoromethyl-7-nitro-1-(1-methoxyeth-2-yl)-1,2,3,4-tetrahydro-2,3-dioxoquinoxaline). The yield is 50.0%. RXN SMILES: [F:1][C:2]([F:20])([F:19])[C:3]1[CH:4]=[C:5]2[C:10](=[CH:11][CH:12]=1)[N:9]([CH2:13][CH2:14][O:15][CH3:16])[C:8](=[O:17])[C:7](=[O:18])[NH:6]2.[N+:21]([O-])([OH:23])=[O:22]>S(=O)(=O)(O)O>[F:20][C:2]([F:1])([F:19])[C:3]1[CH:4]=[C:5]2[C:10](=[CH:11][C:12]=1[N+:21]([O-:23])=[O:22])[N:9]([CH2:13][CH2:14][O:15][CH3:16])[C:8](=[O:17])[C:7](=[O:18])[NH:6]2. Reported procedure: 100 mg of 6-trifluoromethyl-1-(1-methoxyeth-2-yl)-1,2,3,4-tetrahydro-2,3-dioxoquinoxaline is suspended in 1 ml of concentrated sulfuric acid, mixed at 4° C. with 0.1 ml of a mixture of concentrated sulfuric acid:concentrated nitric acid=1:1 and stirred for 1 hour at 4° C. Then, everything is dissolved. Then, it is poured on ice and the settled precipitate is suctioned off. 59 mg (50% of theory) of 6-trifluoromethyl-7-nitro-1-(1-methoxyeth-2-yl)-1,2,3,4-tetrahydro-2,3-dioxoquinoxaline is obtained...